From a dataset of the Open Reaction Database (ORD), a public repository of structured organic reaction records. describe an organic reaction: reactants, conditions, products, and yield Starting materials: COc1ccc2c(c1)NC(=O)CCC2, CN(C)C=O, [H-], CCI, [Na+]. Product: CCN1C(=O)CCCc2ccc(OC)cc21. Reaction SMILES: [CH3:1][O:2][c:3]1[cH:4][cH:5][c:6]2[c:7]([cH:14]1)[NH:8][C:9](=[O:13])[CH2:10][CH2:11][CH2:12]2.[CH3:20][N:21]([CH3:22])[CH:23]=[O:24].[H-:15].[I:17][CH2:18][CH3:19].[Na+:16]>>[CH3:1][O:2][c:3]1[cH:4][cH:5][c:6]2[c:7]([cH:14]1)[N:8]([CH2:18][CH3:19])[C:9](=[O:13])[CH2:10][CH2:11][CH2:12]2. Reactants: CC(C)(C(C#CCOC1=CC=CC=C1)=O)C (2,2-dimethyl-6-phenoxy-hex-4-in-3-one), [H][H] (hydrogen). Reagents/catalysts: [Ni] (Raney nickel). Solvent: CO (methanol). Run at time 40 minute. Product: CC(C)(C(CCCOC1=CC=CC=C1)=O)C (2,2-dimethyl-6-phenoxy-hexan-3-one). The yield is 95.6%. RXN SMILES: [CH3:1][C:2]([CH3:16])([C:4](=[O:15])[C:5]#[C:6][CH2:7][O:8][C:9]1[CH:14]=[CH:13][CH:12]=[CH:11][CH:10]=1)[CH3:3].[H][H]>CO.[Ni]>[CH3:3][C:2]([CH3:16])([C:4](=[O:15])[CH2:5][CH2:6][CH2:7][O:8][C:9]1[CH:10]=[CH:11][CH:12]=[CH:13][CH:14]=1)[CH3:1]. Reported procedure: 20 g (0.0926 mol) of 2,2-dimethyl-6-phenoxy-hex-4-in-3-one are dissolved in 180 ml of methanol, and 5 g of Raney nickel are added. The mixture is hydrogenated with hydrogen under a pressure of 50 to 60 bar at 37° C. The hydrogenation has ended after 40 minutes. The reaction mixture is filtered and the filtrate is concentrated by stripping off the solvent under reduced pressure. 19.5 g (95.7% of theory) of 2,2-dimethyl-6-phenoxy-hexan-3-one are obtained in this manner. The reactants are BrC=1C=C(C(N(C1)C)=O)N(C(OC(C)(C)C)=O)C (tert-butyl N-(5-bromo-1-methyl-2-oxopyridin-3-yl)-N-methylcarbamate), Cl.O1CCOCC1 (HCl dioxane). Run in C(Cl)Cl (DCM). Conditions: temperature 30 celsius. Product: BrC=1C=C(C(N(C1)C)=O)NC (5-bromo-1-methyl-3-(methylamino)pyridin-2-one). Isolated yield 66.6%. RXN SMILES: [Br:1][C:2]1[CH:3]=[C:4]([N:10](C)[C:11](=O)OC(C)(C)C)[C:5](=[O:9])[N:6]([CH3:8])[CH:7]=1.Cl.O1CCOCC1>C(Cl)Cl>[Br:1][C:2]1[CH:3]=[C:4]([NH:10][CH3:11])[C:5](=[O:9])[N:6]([CH3:8])[CH:7]=1 |f:1.2|. Procedure: To a solution of tert-butyl N-(5-bromo-1-methyl-2-oxopyridin-3-yl)-N-methylcarbamate (94.8 mg, crude) in DCM (10 mL) was added HCl/dioxane (1 mL, 4 M) dropwise with stirring at 30° C. The reaction mixture was stirred at 30° C. for 30 min. The mixture was filtered and the filter cake collected. The filtrate was adjusted to pH=9 with saturated aqueous NaHCO3, extracted with ethyl acetate (20 mL), dried over Na2SO4, filtered and concentrated to give a green solid which was combined with the filter ... Starting materials: O=C([O-])[O-], c1ccc2[nH]c(C3CC3)nc2c1, Cn1c(C=O)nc2c(N3CCOCC3)nc(Cl)nc21, [Cs+], [Cs+], C1COCCO1, CN(C)C=O, O=C(C=Cc1ccccc1)C=Cc1ccccc1, O=C(C=Cc1ccccc1)C=Cc1ccccc1, O=C(C=Cc1ccccc1)C=Cc1ccccc1, [Pd], [Pd]. The product is Cn1c(C=O)nc2c(N3CCOCC3)nc(-n3c(C4CC4)nc4ccccc43)nc21. Reaction SMILES: [C:32](=[O:33])([O-:34])[O-:35].[CH:20]1([c:23]2[nH:24][c:25]3[c:26]([n:27]2)[cH:28][cH:29][cH:30][cH:31]3)[CH2:21][CH2:22]1.[Cl:1][c:2]1[n:3][c:4]([N:14]2[CH2:15][CH2:16][O:17][CH2:18][CH2:19]2)[c:5]2[n:6][c:7]([CH:12]=[O:13])[n:8]([CH3:11])[c:9]2[n:10]1.[Cs+:36].[Cs+:37].[O:38]1[CH2:39][CH2:40][O:41][CH2:42][CH2:43]1.[O:44]=[CH:45][N:46]([CH3:47])[CH3:48].[O:51]=[C:52]([CH:53]=[CH:54][c:55]1[cH:56][cH:57][cH:58][cH:59][cH:60]1)[CH:61]=[CH:62][c:63]1[cH:64][cH:65][cH:66][cH:67][cH:68]1.[O:69]=[C:70]([CH:71]=[CH:72][c:73]1[cH:74][cH:75][cH:76][cH:77][cH:78]1)[CH:79]=[CH:80][c:81]1[cH:82][cH:83][cH:84][cH:85][cH:86]1.[O:87]=[C:88]([CH:89]=[CH:90][c:91]1[cH:92][cH:93][cH:94][cH:95][cH:96]1)[CH:97]=[CH:98][c:99]1[cH:100][cH:101][cH:102][cH:103][cH:104]1.[Pd:49].[Pd:50]>>[c:2]1(-[n:24]2[c:23]([CH:20]3[CH2:21][CH2:22]3)[n:27][c:26]3[c:25]2[cH:31][cH:30][cH:29][cH:28]3)[n:3][c:4]([N:14]2[CH2:15][CH2:16][O:17][CH2:18][CH2:19]2)[c:5]2[n:6][c:7]([CH:12]=[O:13])[n:8]([CH3:11])[c:9]2[n:10]1. Reactants: CON, CCO, C#CCOc1ccc(CCNC(=O)C(=O)c2ccc(Cl)c(Cl)c2)cc1OC, Cl, c1ccncc1. Product: C#CCOc1ccc(CCNC(=O)C(=NOC)c2ccc(Cl)c(Cl)c2)cc1OC. As a reaction SMILES: [CH3:35][O:36][NH2:37].[CH3:38][CH2:39][OH:40].[Cl:1][c:2]1[cH:3][c:4]([C:9]([C:10](=[O:11])[NH:12][CH2:13][CH2:14][c:15]2[cH:16][c:17]([O:25][CH3:26])[c:18]([O:21][CH2:22][C:23]#[CH:24])[cH:19][cH:20]2)=[O:27])[cH:5][cH:6][c:7]1[Cl:8].[ClH:34].[cH:28]1[cH:29][cH:30][n:31][cH:32][cH:33]1>>[Cl:1][c:2]1[cH:3][c:4]([C:9]([C:10](=[O:11])[NH:12][CH2:13][CH2:14][c:15]2[cH:16][c:17]([O:25][CH3:26])[c:18]([O:21][CH2:22][C:23]#[CH:24])[cH:19][cH:20]2)=[N:37][O:36][CH3:35])[cH:5][cH:6][c:7]1[Cl:8]. Starting materials: CCOC(C)=O, [Cl-], [Cl-], [Cl-], O=C1c2ccccc2C(=O)N1C=Cc1ccc(CCO)cc1, [Rh+3], c1ccc(P(c2ccccc2)c2ccccc2)cc1, c1ccc(P(c2ccccc2)c2ccccc2)cc1, c1ccc(P(c2ccccc2)c2ccccc2)cc1. Yields the product O=C1c2ccccc2C(=O)N1CCc1ccc(CCO)cc1. Reaction SMILES: [CH3:23][CH2:24][O:25][C:26](=[O:27])[CH3:28].[Cl-:29].[Cl-:88].[Cl-:89].[OH:1][CH2:2][CH2:3][c:4]1[cH:5][cH:6][c:7]([CH:10]=[CH:11][N:12]2[C:13](=[O:22])[c:14]3[cH:15][cH:16][cH:17][cH:18][c:19]3[C:20]2=[O:21])[cH:8][cH:9]1.[Rh+3:87].[c:30]1([P:31]([c:32]2[cH:33][cH:34][cH:35][cH:36][cH:37]2)[c:38]2[cH:39][cH:40][cH:41][cH:42][cH:43]2)[cH:44][cH:45][cH:46][cH:47][cH:48]1.[c:49]1([P:50]([c:51]2[cH:52][cH:53][cH:54][cH:55][cH:56]2)[c:57]2[cH:58][cH:59][cH:60][cH:61][cH:62]2)[cH:63][cH:64][cH:65][cH:66][cH:67]1.[c:68]1([P:69]([c:70]2[cH:71][cH:72][cH:73][cH:74][cH:75]2)[c:76]2[cH:77][cH:78][cH:79][cH:80][cH:81]2)[cH:82][cH:83][cH:84][cH:85][cH:86]1>>[OH:1][CH2:2][CH2:3][c:4]1[cH:5][cH:6][c:7]([CH2:10][CH2:11][N:12]2[C:13](=[O:22])[c:14]3[cH:15][cH:16][cH:17][cH:18][c:19]3[C:20]2=[O:21])[cH:8][cH:9]1.